From a dataset of the Open Reaction Database (ORD), a public repository of structured organic reaction records. describe an organic reaction: reactants, conditions, products, and yield The reactants are C(C)(=O)NC(CCC\C=C/C[C@H]1C(C[C@H]([C@@H]1\C=C\[C@H](C(CC#CC)(C)C)OC1OCCCC1)OC1OCCCC1)=O)=O ((5Z,13E)-(11R,15R)-16,16-dimethyl-9-oxo-11,15-bis(tetrahydropyran-2-yloxy)-5,13-prostadien-18-ynoic acid acetylamide). Run in C(C)(=O)O.O.C1CCOC1 (acetic acid water THF). Product: C(C)(=O)NC(CCC\C=C/C[C@H]1C(C[C@H]([C@@H]1\C=C\[C@H](C(CC#CC)(C)C)O)O)=O)=O ((5Z,13E)-(11R,15R)-16,16-Dimethyl-11,15-dihydroxy-9-oxo-5,13-prostadien-18-ynoic Acid Acetylamide). As a reaction SMILES: [C:1]([NH:4][C:5](=[O:42])[CH2:6][CH2:7][CH2:8]/[CH:9]=[CH:10]\[CH2:11][C@@H:12]1[C@@H:16](/[CH:17]=[CH:18]/[C@@H:19]([O:27]C2CCCCO2)[C:20]([CH3:26])([CH3:25])[CH2:21][C:22]#[C:23][CH3:24])[C@H:15]([O:34]C2CCCCO2)[CH2:14][C:13]1=[O:41])(=[O:3])[CH3:2]>C(O)(=O)C.O.C1COCC1>[C:1]([NH:4][C:5](=[O:42])[CH2:6][CH2:7][CH2:8]/[CH:9]=[CH:10]\[CH2:11][C@@H:12]1[C@@H:16](/[CH:17]=[CH:18]/[C@@H:19]([OH:27])[C:20]([CH3:25])([CH3:26])[CH2:21][C:22]#[C:23][CH3:24])[C@H:15]([OH:34])[CH2:14][C:13]1=[O:41])(=[O:3])[CH3:2] |f:1.2.3|. Reported procedure: 400 mg. of (5Z,13E)-(11R,15R)-16,16-dimethyl-9-oxo-11,15-bis(tetrahydropyran-2-yloxy)-5,13-prostadien-18-ynoic acid acetylamide is agitated for 16 hours at 25° with 12 ml. of a mixture of glacial acetic acid/water/THF (65/35/10), evaporated under vacuum, and the residue purified by column chromatography on silica gel. With methylene chloride/2-5% methanol, 190 mg. of the title compound is obtained as an oil. The reactants are [Li+].C[Si](C)(C)[N-][Si](C)(C)C (LiHMDS), [Br-].C(CCCC)[P+](C1=CC=CC=C1)(C1=CC=CC=C1)C1=CC=CC=C1 (pentyl triphenyl-phosphonium bromide), ClC=1C=C2C=C(NC2=CC1)C=O (5-chloro-1H-indole-2-carbaldehyde). Solvent: C1CCOC1 (THF), C1CCOC1 (THF). Run at time 30 minute. Product: ClC=1C=C2C=C(NC2=CC1)C=CCCCC (5-Chloro-2-hex-1-enyl-1H-indole). As a reaction SMILES: [Br-].[CH2:2]([P+](C1C=CC=CC=1)(C1C=CC=CC=1)C1C=CC=CC=1)[CH2:3][CH2:4][CH2:5][CH3:6].[Li+].C[Si]([N-][Si](C)(C)C)(C)C.[Cl:36][C:37]1[CH:38]=[C:39]2[C:43](=[CH:44][CH:45]=1)[NH:42][C:41]([CH:46]=O)=[CH:40]2>C1COCC1>[Cl:36][C:37]1[CH:38]=[C:39]2[C:43](=[CH:44][CH:45]=1)[NH:42][C:41]([CH:46]=[CH:2][CH2:3][CH2:4][CH2:5][CH3:6])=[CH:40]2 |f:0.1,2.3|. Procedure: To the cold suspension of pentyl triphenyl-phosphonium bromide in THF was added LiHMDS in THF and the mixture was stirred for 30 minutes and then the solution of 5-chloro-1H-indole-2-carbaldehyde was added to the reaction mixture and stirred for 3 hours. The reaction was quenched with saturated ammonium chloride solution and extracted with ethyl acetate. The product, 5-chloro-2-hex-1-enyl-1H-indole was purified by column chromatography. Reactants: COc1cc(N(C)c2csc3cnc(Cl)nc23)cc(OC)c1OC, Nc1ccc(N2CCOCC2)nc1. Yields the product COc1cc(N(C)c2csc3cnc(Nc4ccc(N5CCOCC5)nc4)nc23)cc(OC)c1OC. RXN SMILES: [Cl:1][c:2]1[n:3][cH:4][c:5]2[c:6]([n:7]1)[c:8]([N:11]([c:12]1[cH:13][c:14]([O:22][CH3:23])[c:15]([O:20][CH3:21])[c:16]([O:18][CH3:19])[cH:17]1)[CH3:24])[cH:9][s:10]2.[O:25]1[CH2:26][CH2:27][N:28]([c:31]2[cH:32][cH:33][c:34]([NH2:37])[cH:35][n:36]2)[CH2:29][CH2:30]1>>[c:2]1([NH:37][c:34]2[cH:33][cH:32][c:31]([N:28]3[CH2:27][CH2:26][O:25][CH2:30][CH2:29]3)[n:36][cH:35]2)[n:3][cH:4][c:5]2[c:6]([n:7]1)[c:8]([N:11]([c:12]1[cH:13][c:14]([O:22][CH3:23])[c:15]([O:20][CH3:21])[c:16]([O:18][CH3:19])[cH:17]1)[CH3:24])[cH:9][s:10]2.